Task: describe an organic reaction: reactants, conditions, products, and yield. Dataset: the Open Reaction Database (ORD), a public repository of structured organic reaction records The reactants are [BH3-]C#N, CCC1CN(Cc2ccccc2)CC(C)(CC)C1=O, CO, CC(=O)[O-], [NH4+], [Na+]. The product is CCC1CN(Cc2ccccc2)CC(C)(CC)C1N. As a reaction SMILES: [C:25](#[N:26])[BH3-:27].[CH2:6]([c:7]1[cH:8][cH:9][cH:10][cH:11][cH:12]1)[N:13]1[CH2:14][C:15]([CH3:22])([CH2:23][CH3:24])[C:16](=[O:21])[CH:17]([CH2:19][CH3:20])[CH2:18]1.[CH3:29][OH:30].[CH3:2][C:3](=[O:4])[O-:5].[NH4+:1].[Na+:28]>>[CH2:6]([c:7]1[cH:8][cH:9][cH:10][cH:11][cH:12]1)[N:13]1[CH2:14][C:15]([CH3:22])([CH2:23][CH3:24])[CH:16]([NH2:26])[CH:17]([CH2:19][CH3:20])[CH2:18]1. Reactants: C(C)C(CC)(C=1SC=C(C1)C)C1=CC(=C(OCC(CC)(CC)O)C=C1)C (3-{4-[1-Ethyl-1-(4-methyl-thiophen-2-yl)-propyl]-2-methyl-phenoxymethyl}-pentan-3-ol), ClC(=O)OC (methyl chloroformate), Example 51B, [Li]CCCC (nBuLi). Solvent: C1CCOC1 (THF). Run at temperature 0 celsius, time 20 minute. The product is COC(=O)C=1SC(=CC1C)C(CC)(C1=CC(=C(C=C1)OCC(CC)(O)CC)C)CC (5-{1-Ethyl-1-[4-(2-ethyl-2-hydroxy-butoxy)-3-methyl-phenyl]-propyl}-3-methyl-thiophene-2-carboxylic acid methyl ester). Isolated yield 41.0%. Reaction SMILES: [CH2:1]([C:3]([C:12]1[CH:25]=[CH:24][C:15]([O:16][CH2:17][C:18]([OH:23])([CH2:21][CH3:22])[CH2:19][CH3:20])=[C:14]([CH3:26])[CH:13]=1)([C:6]1[S:7][CH:8]=[C:9]([CH3:11])[CH:10]=1)[CH2:4][CH3:5])[CH3:2].[Li]CCCC.Cl[C:33]([O:35][CH3:36])=[O:34]>C1COCC1>[CH3:36][O:35][C:33]([C:8]1[S:7][C:6]([C:3]([CH2:4][CH3:5])([C:12]2[CH:25]=[CH:24][C:15]([O:16][CH2:17][C:18]([CH2:21][CH3:22])([OH:23])[CH2:19][CH3:20])=[C:14]([CH3:26])[CH:13]=2)[CH2:1][CH3:2])=[CH:10][C:9]=1[CH3:11])=[O:34]. Procedure: 3-{4-[1-Ethyl-1-(4-methyl-thiophen-2-yl)-propyl]-2-methyl-phenoxymethyl}-pentan-3-ol, Example 51B (0.50 g, 1.34 mmol) is dissolved in THF (10 mL). The solution is cooled to 0° C., treated with nBuLi (1.6 M, 1.8 mL, 2.95 mmol). It is stirred at 0° C. for 20 min, and methyl chloroformate (113 μL, 1.47 mmol) is added. The reaction is stirred at 0° C. for 10 min and RT for 20 m before it is quenched with satd NH4Cl (5 mL). It is diluted with H2O (10 mL), treated with 0.1 M HCl (10 ml) and extracted ... Reactants: BrCCCCCCCCCC=C (11-bromo-1-undecene), C(C)(=S)[O-] (thioacetate), C(C)(=S)O (thioacetic acid). Solvent: C1(=CC=CC=C1)C (toluene). Run at time 6 hour. The product is BrCCCCCCCCCCCS (11-Bromo-1-undecanethiol). RXN SMILES: [Br:1][CH2:2][CH2:3][CH2:4][CH2:5][CH2:6][CH2:7][CH2:8][CH2:9][CH2:10][CH:11]=[CH2:12].C([O-])(=[S:15])C.C(O)(=S)C>C1(C)C=CC=CC=1>[Br:1][CH2:2][CH2:3][CH2:4][CH2:5][CH2:6][CH2:7][CH2:8][CH2:9][CH2:10][CH2:11][CH2:12][SH:15]. Reported procedure: 11-Bromo-1-undecanethiol was synthesized in two steps (see FIG. 11). First, 11-bromo-1-undecene (5.0 g) was converted to a thioacetate by reacting with AiBN (1.5 g) and thioacetic acid (10 mL) in toluene (50 mL). The reaction was run under Ar and refluxed for 2 h. The solution was washed with excess water and the toluene removed by rotary evaporation. The thioacetate was converted into a thiol by exposing the 11-bromo-1-undecanethioacetate to dry HCI. Acetyl chloride (6 mL) was added dropwise to... Reactants: FC1=C(C(=O)N=C=O)C(=CC=C1)F (2,6-difluorobenzoyl isocyanate), NC=1C=CC2=C(C(OC(O2)(F)F)(F)F)C1 (6-amino-2,2,4,4-tetrafluorobenz-1,3-dioxin). Run in C1(=CC=CC=C1)C (toluene), C1(=CC=CC=C1)C (toluene). Conditions: temperature 60 celsius, time 1 hour. Product: FC1(OC2=C(C(O1)(F)F)C=C(C=C2)NC(NC(C2=C(C=CC=C2F)F)=O)=O)F (3-(2,2,4,4-tetrafluoro-benz-1,3-dioxin-6-yl)-1-(2,6-difluorobenzoyl)-urea). RXN SMILES: [F:1][C:2]1[CH:12]=[CH:11][CH:10]=[C:9]([F:13])[C:3]=1[C:4]([N:6]=[C:7]=[O:8])=[O:5].[NH2:14][C:15]1[CH:16]=[CH:17][C:18]2[O:23][C:22]([F:25])([F:24])[O:21][C:20]([F:27])([F:26])[C:19]=2[CH:28]=1>C1(C)C=CC=CC=1>[F:25][C:22]1([F:24])[O:21][C:20]([F:26])([F:27])[C:19]2[CH:28]=[C:15]([NH:14][C:7](=[O:8])[NH:6][C:4](=[O:5])[C:3]3[C:2]([F:1])=[CH:12][CH:11]=[CH:10][C:9]=3[F:13])[CH:16]=[CH:17][C:18]=2[O:23]1. Procedure details: A solution of 5.5 g (0.03 mol) of 2,6-difluorobenzoyl isocyanate in 20 ml of toluene was added dropwise, at 60° C, to 6.7 g (0.03 mol) of 6-amino-2,2,4,4-tetrafluorobenz-1,3-dioxin in 100 ml of toluene. The batch was stirred for 1 hour at 60° C. After it had cooled, the product which had precipitated was filtered off, washed first with toluene and then with petroleum ether and then dried. 8 g (65.5% of theory) of analytically pure 3-(2,2,4,4-tetrafluoro-benz-1,3-dioxin-6-yl)-1-(2,6-difluorobenzo...